Task: describe an organic reaction: reactants, conditions, products, and yield. Dataset: the Open Reaction Database (ORD), a public repository of structured organic reaction records Starting materials: ice, BrC=1C=CC2=C(NC(CO2)=O)C1C (6-bromo-5-methyl-2H-1,4-benzoxazin-3(4H)-one), solution. Solvent: O1CCCC1 (tetrahydrofuran), O1CCCC1 (tetrahydrofuran). Reaction conditions: time 150 minute. Yields the product BrC1=C(C2=C(OCCN2)C=C1)C (6-bromo-5-methyl-3,4-dihydro-2H-benzo[b][1,4]oxazine). RXN SMILES: [Br:1][C:2]1[CH:3]=[CH:4][C:5]2[O:10][CH2:9][C:8](=O)[NH:7][C:6]=2[C:12]=1[CH3:13]>O1CCCC1>[Br:1][C:2]1[CH:3]=[CH:4][C:5]2[O:10][CH2:9][CH2:8][NH:7][C:6]=2[C:12]=1[CH3:13]. Procedure details: An ice cold mixture of 6-bromo-5-methyl-2H-1,4-benzoxazin-3(4H)-one (3.05 g, 12.59 mmol) in tetrahydrofuran (THF) (40 mL) was treated with borane tetrahydrofuran complex (1.0 M solution in tetrahydrofuran (18.88 mL, 18.88 mmol) and the mixture was stirred at ambient temperature for 150 minutes. The mixture was cooled to 0° C. and then quenched slowly with 1N NaOH (30 mL). The mixture was extracted with ethyl acetate, then washed with 1N NaOH, dried over sodium sulfate, filtered and then concentr... Starting materials: stannous chloride dihydrate, Cl (hydrochloric acid), CC1=C(C(=O)OC)C=CC=C1[N+](=O)[O-] (2-methyl-3-nitrobenzoic acid, methyl ester). Reaction conditions: time 1.5 hour. The product is Cl.NC=1C(=C(C(=O)OC)C=CC1)C (3-Amino-2-methylbenzoic acid, methyl ester, hydrochloride). RXN SMILES: [CH3:1][C:2]1[C:11]([N+:12]([O-])=O)=[CH:10][CH:9]=[CH:8][C:3]=1[C:4]([O:6][CH3:7])=[O:5].[ClH:15]>>[ClH:15].[NH2:12][C:11]1[C:2]([CH3:1])=[C:3]([CH:8]=[CH:9][CH:10]=1)[C:4]([O:6][CH3:7])=[O:5] |f:2.3|. Reported procedure: To a stirred suspension of 185.6 g of stannous chloride dihydrate in concentrated hydrochloric acid (450 ml) at 15° was added 48.8 g of 2-methyl-3-nitrobenzoic acid, methyl ester. The temperature of the reaction mixture rose steadily to 63° before a cooling bath was applied. After the addition was complete, the solution was stirred at 40° to room temperature for 1.5 hours. The desired product was obtained by filtration of the reaction mixture at 7°, washing with ethyl acetate and n-butyl chlorid... Reactants: C#C[Mg+], [Cl-], C1CCOC1, CC(=O)c1cnccn1. Product: C#CC(C)(O)c1cnccn1. Reaction SMILES: [C:2](#[CH:3])[Mg+:4].[Cl-:1].[O:14]1[CH2:15][CH2:16][CH2:17][CH2:18]1.[n:5]1[c:6]([C:11]([CH3:12])=[O:13])[cH:7][n:8][cH:9][cH:10]1>>[C:2](#[CH:3])[C:11]([c:6]1[n:5][cH:10][cH:9][n:8][cH:7]1)([CH3:12])[OH:13]. The reactants are CN1CCN(C)C1=O, Cl, O=C(O)c1ccc(F)cc1F, [Na+], [OH-], O. Product: O=C(O)c1ccc(F)cc1O. RXN SMILES: [CH3:15][N:16]1[CH2:17][CH2:18][N:19]([CH3:20])[C:21]1=[O:22].[ClH:14].[F:1][c:2]1[c:3]([C:4](=[O:5])[OH:6])[cH:7][cH:8][c:9]([F:11])[cH:10]1.[Na+:13].[OH-:12].[OH2:23]>>[c:2]1([OH:12])[c:3]([C:4](=[O:5])[OH:6])[cH:7][cH:8][c:9]([F:11])[cH:10]1. Starting materials: ice, FC(C(=O)N)(C1=CC=CC=C1)F (2,2-Difluoro-2-phenylacetamide), ice. The solvent is O (water), C1CCOC1 (THF). Conditions: temperature 0 celsius. Product: FC(CN)(C1=CC=CC=C1)F (2.2-Difluoro-2-phenylethvlamine). Isolated yield 59.3%. Reaction SMILES: [F:1][C:2]([F:12])([C:6]1[CH:11]=[CH:10][CH:9]=[CH:8][CH:7]=1)[C:3]([NH2:5])=O>C1COCC1.O>[F:1][C:2]([F:12])([C:6]1[CH:7]=[CH:8][CH:9]=[CH:10][CH:11]=1)[CH2:3][NH2:5]. Procedure details: Following the procedures described in Middleton and Bingham J. Org. Chem., 1980, 45, 2883, 500 mg portion of 7-5 (4.826 mmol) was dissolved in 25 ml of THF and cooled to 0° C. via ice bath. To this stirred solution was added 30 ml (30 mmol) of 1M Borane·THF complex dropwise over ten mintes via syringe. The reaction mixture was aged until the ice bath expired. Upon expiration of the ice bath, the reaction mixture was heated to 70° C. overnight. The reaction mixture was diluted with water and conc... Starting materials: CC#N, CCOC(C)=O, O=C(OO)c1cccc(Cl)c1, CCCc1c(Cc2ccc(-c3ccccc3-c3noc(=O)[nH]3)cc2)c(=O)n(C2CCC(=O)CC2)c2ncnn12. Product: CCCc1c(Cc2ccc(-c3ccccc3-c3noc(=O)[nH]3)cc2)c(=O)n(C2CCOC(=O)CC2)c2ncnn12. As a reaction SMILES: [CH3:51][C:52]#[N:53].[CH3:54][CH2:55][O:56][C:57](=[O:58])[CH3:59].[Cl:40][c:41]1[cH:42][cH:43][cH:44][c:45]([C:46]([O:47][OH:49])=[O:48])[cH:50]1.[O:1]=[C:2]1[CH2:3][CH2:4][CH:5]([n:8]2[c:9]3[n:10]([c:11]([CH2:34][CH2:35][CH3:36])[c:12]([CH2:15][c:16]4[cH:17][cH:18][c:19](-[c:22]5[c:23](-[c:28]6[n:29][o:30][c:31](=[O:33])[nH:32]6)[cH:24][cH:25][cH:26][cH:27]5)[cH:20][cH:21]4)[c:13]2=[O:14])[n:37][cH:38][n:39]3)[CH2:6][CH2:7]1>>[O:1]1[C:2](=[O:48])[CH2:7][CH2:6][CH:5]([n:8]2[c:9]3[n:10]([c:11]([CH2:34][CH2:35][CH3:36])[c:12]([CH2:15][c:16]4[cH:17][cH:18][c:19](-[c:22]5[c:23](-[c:28]6[n:29][o:30][c:31](=[O:33])[nH:32]6)[cH:24][cH:25][cH:26][cH:27]5)[cH:20][cH:21]4)[c:13]2=[O:14])[n:37][cH:38][n:39]3)[CH2:4][CH2:3]1.